From a dataset of the Open Reaction Database (ORD), a public repository of structured organic reaction records. describe an organic reaction: reactants, conditions, products, and yield Product: COc1cc2c(cc1OC)CC(=O)N(CCCN(C)CC1Cc3cc(OC)c(OC)cc31)CC2. Reaction SMILES: [BH4-:36].[BH4-:37].[BH4-:38].[BH4-:39].[CH3:1][O:2][c:3]1[cH:4][c:5]2[c:8]([cH:9][c:10]1[O:11][CH3:12])[CH:7]([CH2:13][N:14]([C:15]([CH2:16][CH2:17][N:18]1[CH2:19][CH2:20][c:21]3[c:22]([cH:26][c:27]([O:32][CH3:33])[c:28]([O:30][CH3:31])[cH:29]3)[CH2:23][C:24]1=[O:25])=[NH:34])[CH3:35])[CH2:6]2.[CH3:49][OH:50].[Cl:46][CH2:47][Cl:48].[Na+:40].[Na+:41].[Na+:42].[Na+:43].[Na+:45].[OH-:44]>>[CH3:1][O:2][c:3]1[cH:4][c:5]2[c:8]([cH:9][c:10]1[O:11][CH3:12])[CH:7]([CH2:13][N:14]([CH2:15][CH2:16][CH2:17][N:18]1[CH2:19][CH2:20][c:21]3[c:22]([cH:26][c:27]([O:32][CH3:33])[c:28]([O:30][CH3:31])[cH:29]3)[CH2:23][C:24]1=[O:25])[CH3:35])[CH2:6]2. Starting materials: [BH4-], [BH4-], [BH4-], [BH4-], COc1cc2c(cc1OC)CC(=O)N(CCC(=N)N(C)CC1Cc3cc(OC)c(OC)cc31)CC2, CO, ClCCl, [Na+], [Na+], [Na+], [Na+], [Na+], [OH-]. Procedure details: Following the procedure of Paquette et al., J. Am. Chem. Soc., 103, 1831 (1981) a solution of cyclopentylmagnesium bromide (222.5 mmol, 111.2 ml of 2M in Et2O), in 481 ml of dry THF under nitrogen was cooled to -78° C. and treated dropwise with a solution of 120.4 mmol (24.75 g) of CuBr.Me2S in 170 ml of Me2S. After 1.5 hours at -78° C., a solution of the enone, 6-carbomethoxymethyl-6-ethyl-2-cyclohexene-1-one prepared in Example 1, Step (c), (40.77 mmol, 8 g) in 80 ml of THF was added dropwise.... Starting materials: enone, C(=O)(OC)CC1(CCC=CC1=O)CC (6-carbomethoxymethyl-6-ethyl-2-cyclohexene-1-one), C1(CCCC1)[Mg]Br (cyclopentylmagnesium bromide), CuBr. Yields the product C(=O)(OC)CC1(C(CC(CC1)C1CCCC1)=O)CC (2-Carbomethoxymethyl-2-ethyl-5-cyclopentylcyclohexanone). The solvent is C1CCOC1 (THF), S(C)C (Me2S), C1CCOC1 (THF), S(C)C (Me2S). Conditions: time 1.5 hour. As a reaction SMILES: [CH:1]1([Mg]Br)[CH2:5][CH2:4][CH2:3][CH2:2]1.[C:8]([CH2:12][C:13]1([CH2:20][CH3:21])[C:18](=[O:19])[CH:17]=[CH:16][CH2:15][CH2:14]1)([O:10][CH3:11])=[O:9]>C1COCC1.S(C)C>[C:8]([CH2:12][C:13]1([CH2:20][CH3:21])[CH2:14][CH2:15][CH:16]([CH:1]2[CH2:5][CH2:4][CH2:3][CH2:2]2)[CH2:17][C:18]1=[O:19])([O:10][CH3:11])=[O:9]. The yield is 73.9%. Reactants: FC([C@@H]1CC[C@H](CC1)C(=O)O)(F)F (trans-4-Trifluoromethyl-cyclohexanecarboxylic acid), S(=O)(Cl)Cl (thionyl chloride). Yields the product FC([C@@H]1CC[C@H](CC1)C(=O)Cl)(F)F (trans-4-Trifluoromethyl-cyclohexanecarbonyl chloride). RXN SMILES: [F:1][C:2]([F:13])([F:12])[C@H:3]1[CH2:8][CH2:7][C@H:6]([C:9](O)=[O:10])[CH2:5][CH2:4]1.S(Cl)([Cl:16])=O>>[F:1][C:2]([F:13])([F:12])[C@H:3]1[CH2:8][CH2:7][C@H:6]([C:9]([Cl:16])=[O:10])[CH2:5][CH2:4]1. Reported procedure: trans-4-Trifluoromethyl-cyclohexanecarboxylic acid (2.0 g, 10.2 mmol) is stirred in thionyl chloride (30 mL) for 1 h at reflux. The reaction mixture is concentrated and used directly in the next step without further purification.